This data is from the Open Reaction Database (ORD), a public repository of structured organic reaction records. The task is: describe an organic reaction: reactants, conditions, products, and yield Reactants: CC[O-], CC#N, CCN(C(C)C)C(C)C, O=C(Cl)OCc1ccccc1, Cl, Cl, Cl, [Na+], CCOC(=O)C(C)c1nc2c([nH]1)CCNC2. Product: CCOC(=O)C(C)c1nc2c([nH]1)CCN(C(=O)OCc1ccccc1)C2. Reaction SMILES: [CH3:40][CH2:41][O-:42].[CH3:44][C:45]#[N:46].[CH:19]([N:20]([CH2:21][CH3:22])[CH:23]([CH3:24])[CH3:25])([CH3:26])[CH3:27].[Cl:28][C:29](=[O:30])[O:31][CH2:32][c:33]1[cH:34][cH:35][cH:36][cH:37][cH:38]1.[ClH:1].[ClH:2].[ClH:43].[Na+:39].[nH:3]1[c:4]([CH:12]([C:13](=[O:14])[O:15][CH2:16][CH3:17])[CH3:18])[n:5][c:6]2[c:11]1[CH2:10][CH2:9][NH:8][CH2:7]2>>[nH:3]1[c:4]([CH:12]([C:13](=[O:14])[O:15][CH2:16][CH3:17])[CH3:18])[n:5][c:6]2[c:11]1[CH2:10][CH2:9][N:8]([C:29](=[O:30])[O:31][CH2:32][c:33]1[cH:34][cH:35][cH:36][cH:37][cH:38]1)[CH2:7]2.